From a dataset of the Open Reaction Database (ORD), a public repository of structured organic reaction records. describe an organic reaction: reactants, conditions, products, and yield The reactants are [Si](C)(C)(C(C)(C)C)OC[C@H](C(C)C)NC1=C(C=NC2=CC=CC=C12)[N+](=O)[O-] (N-[(1S)-1-({[tert-Butyl(dimethyl)silyl]oxy}methyl)-2-methylpropyl]-3-nitroquinolin-4-amine). The reagents and catalysts are [Pt] (Platinum on carbon). Solvent: C1(=CC=CC=C1)C (toluene). Run at time 5 hour. Yields the product [Si](C)(C)(C(C)(C)C)OC[C@H](C(C)C)NC1=C(C=NC2=CC=CC=C12)N (N′-[(1S)-1-({[tert-butyl(dimethyl)silyl]oxy}methyl)-2-methylpropyl]quinoline-3,4-diamine). Yield: 100.3%. Reaction SMILES: [Si:1]([O:8][CH2:9][C@@H:10]([NH:14][C:15]1[C:24]2[C:19](=[CH:20][CH:21]=[CH:22][CH:23]=2)[N:18]=[CH:17][C:16]=1[N+:25]([O-])=O)[CH:11]([CH3:13])[CH3:12])([C:4]([CH3:7])([CH3:6])[CH3:5])([CH3:3])[CH3:2]>C1(C)C=CC=CC=1.[Pt]>[Si:1]([O:8][CH2:9][C@@H:10]([NH:14][C:15]1[C:24]2[C:19](=[CH:20][CH:21]=[CH:22][CH:23]=2)[N:18]=[CH:17][C:16]=1[NH2:25])[CH:11]([CH3:13])[CH3:12])([C:4]([CH3:5])([CH3:6])[CH3:7])([CH3:3])[CH3:2]. Reported procedure: N-[(1S)-1-({[tert-Butyl(dimethyl)silyl]oxy}methyl)-2-methylpropyl]-3-nitroquinolin-4-amine (5.46 g, 14.0 mmol) was dissolved in 50 mL of toluene and the solution was placed in a pressure bottle. Platinum on carbon (5%, 1.0 g) was then added and the reaction mixture was shaken under H2 at 48 PSI (3.3×105 Pa). After 5 hours, the reaction mixture was filtered through a pad of CELITE filter agent. The pad was rinsed with toluene and the combined filtrates were concentrated under reduced pressure to ... Reactants: CCOC(C)=O, CCOC(=O)c1[nH]nc(-c2ccc(Cl)s2)c1Cl, CCCCCC, O=C(CCl)N1CCN(c2ccc(F)cc2)CC1, [K+], [K+], O=C([O-])[O-], CN(C)C=O. The product is CCOC(=O)c1c(Cl)c(-c2ccc(Cl)s2)nn1CC(=O)N1CCN(c2ccc(F)cc2)CC1. As a reaction SMILES: [C:46]([O:47][CH2:48][CH3:49])(=[O:50])[CH3:51].[CH2:1]([CH3:2])[O:3][C:4](=[O:5])[c:6]1[nH:7][n:8][c:9](-[c:12]2[s:13][c:14]([Cl:17])[cH:15][cH:16]2)[c:10]1[Cl:11].[CH3:52][CH2:53][CH2:54][CH2:55][CH2:56][CH3:57].[Cl:24][CH2:25][C:26](=[O:27])[N:28]1[CH2:29][CH2:30][N:31]([c:34]2[cH:35][cH:36][c:37]([F:40])[cH:38][cH:39]2)[CH2:32][CH2:33]1.[K+:18].[K+:19].[O-:20][C:21]([O-:22])=[O:23].[O:41]=[CH:42][N:43]([CH3:44])[CH3:45]>>[CH2:1]([CH3:2])[O:3][C:4](=[O:5])[c:6]1[n:7]([CH2:25][C:26](=[O:27])[N:28]2[CH2:29][CH2:30][N:31]([c:34]3[cH:35][cH:36][c:37]([F:40])[cH:38][cH:39]3)[CH2:32][CH2:33]2)[n:8][c:9](-[c:12]2[s:13][c:14]([Cl:17])[cH:15][cH:16]2)[c:10]1[Cl:11]. Reactants: CCC(C)=O, COc1ccc(CCl)cc1, [K+], [K+], O=C([O-])[O-], c1ccc(-c2cc[nH]n2)cc1. The product is COc1ccc(Cn2ccc(-c3ccccc3)n2)cc1. As a reaction SMILES: [CH2:28]([C:29]([CH3:30])=[O:31])[CH3:32].[CH3:12][O:13][c:14]1[cH:15][cH:16][c:17]([CH2:18][Cl:19])[cH:20][cH:21]1.[K+:22].[K+:23].[O-:24][C:25]([O-:26])=[O:27].[c:1]1(-[c:7]2[n:8][nH:9][cH:10][cH:11]2)[cH:2][cH:3][cH:4][cH:5][cH:6]1>>[c:1]1(-[c:7]2[n:8][n:9]([CH2:18][c:17]3[cH:16][cH:15][c:14]([O:13][CH3:12])[cH:21][cH:20]3)[cH:10][cH:11]2)[cH:2][cH:3][cH:4][cH:5][cH:6]1. Starting materials: compound, CN(C=O)C (dimethylformamide), [H-].[Na+] (sodium hydride), C(C1=CC=CC=C1)Br (benzyl bromide), C(C)O (ethanol), O.NN (hydrazine hydrate). Yields the product C(C1=CC=CC=C1)OCCCN (3-benzyloxypropyl amine). Yield: 50.0%. Reaction SMILES: [H-].[Na+].[CH2:3](Br)[C:4]1[CH:9]=[CH:8][CH:7]=[CH:6][CH:5]=1.[CH2:11]([OH:13])[CH3:12].O.NN.[CH3:17][N:18](C)C=O>>[CH2:3]([O:13][CH2:11][CH2:12][CH2:17][NH2:18])[C:4]1[CH:9]=[CH:8][CH:7]=[CH:6][CH:5]=1 |f:0.1,4.5|. Reported procedure: To 20.5 g(0.1 mol) of the compound prepared in Preparation 5-1) in 40 ml of dimethylformamide was added 4.4 g(0.11 mol) of sodium hydride(60%). 18.9 g(0.11 mol) of benzyl bromide was added and the resulting mixture was reacted for 12 hours. After removal of solvent the reaction, solvent was removed and the residue was dissolved in ethylacetate and the organic layer was washed with saturated sodium bicarbonate solution. After removal of solvent, 200 ml of ethanol and 12.5 g(0.25 mol) of hydrazine... The reactants are C([O-])([O-])=O.[Na+].[Na+] (sodium carbonate), BrC1=CC=CC=2C=C(SC21)C(=O)OC (Methyl 7-bromo-1-benzothiophene-2-carboxylate), N1(CCOCC1)C1=CC=C(C=C1)B(O)O (4-(4-morpholinyl)phenylboronic acid). Reagents/catalysts: C1=CC=C(C=C1)P([C-]2C=CC=C2)C3=CC=CC=C3.C1=CC=C(C=C1)P([C-]2C=CC=C2)C3=CC=CC=C3.Cl[Pd]Cl.[Fe+2] (PdCl2(dppf)). Run in CN(C)C=O (DMF). Run at temperature 80 celsius. Product: N1(CCOCC1)C1=CC=C(C=C1)C1=CC=CC=2C=C(SC21)C(=O)OC (Methyl 7-[4-(4-morpholinyl)phenyl]-1-benzothiophene-2-carboxylate). RXN SMILES: C(=O)([O-])[O-].[Na+].[Na+].Br[C:8]1[C:16]2[S:15][C:14]([C:17]([O:19][CH3:20])=[O:18])=[CH:13][C:12]=2[CH:11]=[CH:10][CH:9]=1.[N:21]1([C:27]2[CH:32]=[CH:31][C:30](B(O)O)=[CH:29][CH:28]=2)[CH2:26][CH2:25][O:24][CH2:23][CH2:22]1>CN(C=O)C.C1C=CC(P(C2C=CC=CC=2)[C-]2C=CC=C2)=CC=1.C1C=CC(P(C2C=CC=CC=2)[C-]2C=CC=C2)=CC=1.Cl[Pd]Cl.[Fe+2]>[N:21]1([C:27]2[CH:32]=[CH:31][C:30]([C:8]3[C:16]4[S:15][C:14]([C:17]([O:19][CH3:20])=[O:18])=[CH:13][C:12]=4[CH:11]=[CH:10][CH:9]=3)=[CH:29][CH:28]=2)[CH2:26][CH2:25][O:24][CH2:23][CH2:22]1 |f:0.1.2,6.7.8.9|. Reported procedure: 3.42 ml of 2 M sodium carbonate solution and 83.5 mg (0.11 mmol) of PdCl2(dppf) are added to a solution of 619.1 mg (2.28 mmol) of methyl 7-bromo-1-benzothiophene-2-carboxylate (Example 6A) and 520 mg (2.51 mmol) of 4-(4-morpholinyl)phenylboronic acid in 10 ml DMF. The mixture is heated at 80° C. for 16 h. Cooling is followed by filtration through kieselguhr and purification by preparative HPLC. The concentrated product is dried under high vacuum. 146.7 mg (16.4% of theory) of the title compound... Reactants: Nc1cccc(Cl)c1, N#Cc1cnc(Cl)nc1N. Product: N#Cc1cnc(Nc2cccc(Cl)c2)nc1N. As a reaction SMILES: [Cl:1][c:2]1[cH:3][c:4]([NH2:5])[cH:6][cH:7][cH:8]1.[NH2:9][c:10]1[n:11][c:12]([Cl:18])[n:13][cH:14][c:15]1[C:16]#[N:17]>>[Cl:1][c:2]1[cH:3][c:4]([NH:5][c:12]2[n:11][c:10]([NH2:9])[c:15]([C:16]#[N:17])[cH:14][n:13]2)[cH:6][cH:7][cH:8]1.